Dataset: the Open Reaction Database (ORD), a public repository of structured organic reaction records. Task: describe an organic reaction: reactants, conditions, products, and yield Starting materials: CNCC1=CC=C(O1)CSCCN (2-[[5-[(methylamino)methyl]-2-furanylmethyl]thio]ethanamine), CSC(C[N+](=O)[O-])SC (1,1-bis-(methylthio)-2-nitroethane), C(C(=O)O)(=O)O (oxalic acid). The solvent is CN(C=O)C (dimethylformamide), CN(C=O)C (dimethylformamide). Yields the product C(C(=O)O)(=O)O.CNCC=1OC(=CC1)CSCCNC(=C[N+](=O)[O-])SC (N-Methyl-5-[[[2-[(1-methylthio-2-nitroethenyl) amino]ethyl]thio]methyl]-2-furanmethanamine, oxalate salt). Yield: 26.6%. RXN SMILES: [CH3:1][NH:2][CH2:3][C:4]1[O:8][C:7]([CH2:9][S:10][CH2:11][CH2:12][NH2:13])=[CH:6][CH:5]=1.[CH3:14][S:15][CH:16](SC)[CH2:17][N+:18]([O-:20])=[O:19].[C:23]([OH:28])(=[O:27])[C:24]([OH:26])=[O:25]>CN(C)C=O>[C:23]([OH:28])(=[O:27])[C:24]([OH:26])=[O:25].[CH3:1][NH:2][CH2:3][C:4]1[O:8][C:7]([CH2:9][S:10][CH2:11][CH2:12][NH:13][C:16]([S:15][CH3:14])=[CH:17][N+:18]([O-:20])=[O:19])=[CH:6][CH:5]=1 |f:4.5|. Reported procedure: A solution of 2-[[5-[(methylamino)methyl]-2-furanylmethyl]thio]ethanamine (6.0 g) and 1,1-bis-(methylthio)-2-nitroethane (19.8 g) in dry dimethylformamide (150 ml) was stirred for 1 hour at 0° and for 5 hours at room temperature. A solution of oxalic acid (4.0 g) in dry dimethylformamide (16 ml) was added and the solid which formed during 18 hours was filtered, washed with dimethylformamide, ethanol and ether and dried. The solid was suspended in water (200 ml) at 55° and on cooling was filtered... Reactants: Cc1cn2c(CNCCCCNS(=O)(=O)C(F)(F)F)cccc2n1, CC(=O)O. Product: Cc1nc2cccc3n2c1CN(CCCCNS(=O)(=O)C(F)(F)F)C3. RXN SMILES: [CH3:1][c:2]1[n:3][c:4]2[n:5]([c:6]([CH2:10][NH:11][CH2:12][CH2:13][CH2:14][CH2:15][NH:16][S:17](=[O:18])(=[O:19])[C:20]([F:21])([F:22])[F:23])[cH:7][cH:8][cH:9]2)[cH:24]1.[CH3:25][C:26](=[O:27])[OH:28]>>[CH3:1][c:2]1[n:3][c:4]2[n:5]3[c:6]([cH:7][cH:8][cH:9]2)[CH2:10][N:11]([CH2:12][CH2:13][CH2:14][CH2:15][NH:16][S:17](=[O:18])(=[O:19])[C:20]([F:21])([F:22])[F:23])[CH2:25][c:24]13. The reactants are BrC=1C=C(C(N(C1)C)=O)NC1=NC=C(C=C1)C1CN(C1)CC (5-Bromo-3-(5-(1-ethylazetidin-3-yl)pyridin-2-ylamino)-1-methylpyridin-2(1H)-one), NC1=CC=C(C=N1)OC1CN(C1)C(=O)OC(C)(C)C (tert-Butyl 3-(6-Aminopyridin-3-yloxy)azetidine-1-carboxylate), BrC=1C(N(C=C(C1)Br)C)=O (3,5-dibromo-1-methylpyridin-2(1H)-one). The product is BrC=1C=C(C(N(C1)C)=O)NC1=CC=C(C=N1)OC1CN(C1)C(=O)OC(C)(C)C (tert-Butyl 3-(6-(5-Bromo-1-methyl-2-oxo-1,2-dihydropyridin-3-ylamino)pyridin-3-yloxy)azetidine-1-carboxylate). The yield is 81.0%. Reaction SMILES: [Br:1][C:2]1[CH:3]=[C:4]([NH:10][C:11]2[CH:16]=[CH:15][C:14](C3CN(CC)C3)=[CH:13][N:12]=2)[C:5](=[O:9])[N:6]([CH3:8])[CH:7]=1.NC1N=CC([O:30][CH:31]2[CH2:34][N:33]([C:35]([O:37][C:38]([CH3:41])([CH3:40])[CH3:39])=[O:36])[CH2:32]2)=CC=1.BrC1C(=O)N(C)C=C(Br)C=1>>[Br:1][C:2]1[CH:3]=[C:4]([NH:10][C:11]2[N:12]=[CH:13][C:14]([O:30][CH:31]3[CH2:32][N:33]([C:35]([O:37][C:38]([CH3:41])([CH3:40])[CH3:39])=[O:36])[CH2:34]3)=[CH:15][CH:16]=2)[C:5](=[O:9])[N:6]([CH3:8])[CH:7]=1. Procedure: Using the same procedure as described for the preparation of 250a, reaction of 251b (1.01 g, 3.80 mmol) with 3,5-dibromo-1-methylpyridin-2(1H)-one (1.01 g, 3.80 mmol) afforded an 81% yield (1.40 mg) of 251c as a brown solid: mp 120-121° C.; 1H NMR (500 MHz, DMSO-d6) d 8.70 (s, 1H), 8.57 (d, 1H, J=2.5 Hz), 7.86 (d, 1H, J=3.0 Hz), 7.48 (d, 1H, J=2.5 Hz), 7.35 (d, 1H, J=9.0 Hz), 7.28 (m, 1H), 4.95 (m, 1H), 4.3 (m, 2H), 3.80 (m, 2H), 3.50 (s, 3H), 1.38 (s, 9H); MS (ESI+) m/z 452.3 (M+H). Reactants: BrC1=CC(=C(S1)C(=O)NC1=CC(=C(C=C1)OCCN1CCCC1)OC)[N+](=O)[O-] (5-Bromo-N-[3-methoxy-4-(pyrrolidin-1ylethoxy)phenyl]-3-nitrothiophene-carboxamide), C(C)O (ethanol), O.[Sn](Cl)(Cl)(Cl)Cl (Tin chloride monohydrate). Reaction conditions: time 30 minute. Yields the product BrC1=CC=2N=CN(C(C2S1)=O)C1=CC(=C(C=C1)OCCN1CCCC1)OC (6-Bromo-3-[3-methoxy-4-(2-pyrrolidin-1-ylethoxy)phenyl]thieno[3,2-d]pyrimidin-4(3H)-one). Isolated yield 42.0%. Reaction SMILES: [Br:1][C:2]1[S:6][C:5]([C:7]([NH:9][C:10]2[CH:15]=[CH:14][C:13]([O:16][CH2:17][CH2:18][N:19]3[CH2:23][CH2:22][CH2:21][CH2:20]3)=[C:12]([O:24][CH3:25])[CH:11]=2)=[O:8])=[C:4]([N+:26]([O-])=O)[CH:3]=1.O.[Sn](Cl)(Cl)(Cl)Cl.[CH2:35](O)C>>[Br:1][C:2]1[S:6][C:5]2[C:7](=[O:8])[N:9]([C:10]3[CH:15]=[CH:14][C:13]([O:16][CH2:17][CH2:18][N:19]4[CH2:23][CH2:22][CH2:21][CH2:20]4)=[C:12]([O:24][CH3:25])[CH:11]=3)[CH:35]=[N:26][C:4]=2[CH:3]=1 |f:1.2|. Procedure details: 5-Bromo-N-[3-methoxy-4-(pyrrolidin-1ylethoxy)phenyl]-3-nitrothiophene-carboxamide (0.2926 g, 0.6239 mmol) was dissolved in ethanol (10 mL). Tin chloride monohydrate (0.7038 g, 3.1195 mmol) was added and the reaction was heated to reflux. Stirred for 30 min, cooled to RT and concentrated. Ethyl acetate (20 mL) and a saturated solution of Rochelle's salts (20 mL) were added and the mixture was stirred for 2 h. Organics were removed and dried over MgSO4, filtered and concentrated. The residue was t... Starting materials: [H-].[Na+] (sodium hydride), CC1(CC(NC2=CC=C(C=C12)C(=O)O)C1=C(C=CC(=C1)N1CCOCC1)C)C (4,4-dimethyl-2-(2-methyl-5-morpholin-4-yl-phenyl)-1,2,3,4-tetrahydro-quinoline-6-carboxylic acid), C(=O)(N1C=NC=C1)N1C=NC=C1 (1,1′-carbonyldiimidazole), CS(=O)(=O)N (methanesulfonamide). Run in O (water), CN(C=O)C (N,N-dimethylformamide), CN(C=O)C (N,N-dimethylformamide). Reaction conditions: temperature 25 celsius, time 1 hour. Product: CC1(CC(NC2=CC=C(C=C12)C(=O)NS(=O)(=O)C)C1=C(C=CC(=C1)N1CCOCC1)C)C (N-[4,4-dimethyl-2-(2-methyl-5-morpholin-4-yl-phenyl)-1,2,3,4-tetrahydro-quinoline-6-carbonyl]-methanesulfonamide). The yield is 26.1%. RXN SMILES: [H-].[Na+].[CH3:3][S:4]([NH2:7])(=[O:6])=[O:5].[CH3:8][C:9]1([CH3:35])[C:18]2[C:13](=[CH:14][CH:15]=[C:16]([C:19](O)=[O:20])[CH:17]=2)[NH:12][CH:11]([C:22]2[CH:27]=[C:26]([N:28]3[CH2:33][CH2:32][O:31][CH2:30][CH2:29]3)[CH:25]=[CH:24][C:23]=2[CH3:34])[CH2:10]1.C(N1C=CN=C1)(N1C=CN=C1)=O>CN(C)C=O.O>[CH3:8][C:9]1([CH3:35])[C:18]2[C:13](=[CH:14][CH:15]=[C:16]([C:19]([NH:7][S:4]([CH3:3])(=[O:6])=[O:5])=[O:20])[CH:17]=2)[NH:12][CH:11]([C:22]2[CH:27]=[C:26]([N:28]3[CH2:33][CH2:32][O:31][CH2:30][CH2:29]3)[CH:25]=[CH:24][C:23]=2[CH3:34])[CH2:10]1 |f:0.1|. Procedure details: To a suspension of 60% sodium hydride (560 mg, 14 mmol) in N,N-dimethylformamide (5 mL) was added methanesulfonamide (1.33 g, 14 mmol) at room temperature. The resulting mixture was stirred at 25° C. for 1 h to afford Solution A22. A solution of 4,4-dimethyl-2-(2-methyl-5-morpholin-4-yl-phenyl)-1,2,3,4-tetrahydro-quinoline-6-carboxylic acid (800 mg, 2 mmol) and 1,1′-carbonyldiimidazole (690 mg, 4 mmol) in N,N-dimethylformamide (3 mL) was stirred at 70° C. for 1 h and cooled to room temperature t...